From a dataset of the Open Reaction Database (ORD), a public repository of structured organic reaction records. describe an organic reaction: reactants, conditions, products, and yield The product is CN(c1ccc2c(c1)nc(NCc1ccccc1)n2C)c1ccnc(Nc2ccc(CS(N)(=O)=O)cc2)n1, Cl. As a reaction SMILES: [CH2:1]([c:2]1[cH:3][cH:4][cH:5][cH:6][cH:7]1)[NH:8][c:9]1[n:10][c:11]2[c:12]([n:13]1[CH3:14])[cH:15][cH:16][c:17]([N:19]([CH3:20])[c:21]1[n:22][c:23]([Cl:27])[n:24][cH:25][cH:26]1)[cH:18]2.[NH2:28][c:29]1[cH:30][cH:31][c:32]([CH2:35][S:36](=[O:37])(=[O:38])[NH2:39])[cH:33][cH:34]1>>[CH2:1]([c:2]1[cH:3][cH:4][cH:5][cH:6][cH:7]1)[NH:8][c:9]1[n:10][c:11]2[c:12]([n:13]1[CH3:14])[cH:15][cH:16][c:17]([N:19]([CH3:20])[c:21]1[n:22][c:23]([NH:28][c:29]3[cH:30][cH:31][c:32]([CH2:35][S:36](=[O:37])(=[O:38])[NH2:39])[cH:33][cH:34]3)[n:24][cH:25][cH:26]1)[cH:18]2.[ClH:27]. Starting materials: CN(c1ccc2c(c1)nc(NCc1ccccc1)n2C)c1ccnc(Cl)n1, Nc1ccc(CS(N)(=O)=O)cc1. Starting materials: N(N)C1=CC(N(C(N1CC=1SC=CC1)=O)CCC)=O (6-hydrazino-3-propyl-1-(2-thienylmethyl)uracil), CN=C=S (methyl isothiocyanate), CO (methanol). The solvent is CN(C)C=O (DMF). Conditions: time 12 hour. The product is CNC1=NNC=2N(C(N(C(C21)=O)CCC)=O)CC=2SC=CC2 (3-Methylamino-5-propyl-7-(2-thienylmethyl)-pyrazolo[3,4-d]pyrimidine-4,6(5H,7H)-dione). Reaction SMILES: [NH:1]([C:3]1[N:8]([CH2:9][C:10]2[S:11][CH:12]=[CH:13][CH:14]=2)[C:7](=[O:15])[N:6]([CH2:16][CH2:17][CH3:18])[C:5](=[O:19])[CH:4]=1)[NH2:2].[CH3:20][N:21]=[C:22]=S.CO>CN(C=O)C>[CH3:20][NH:21][C:22]1[C:4]2[C:5](=[O:19])[N:6]([CH2:16][CH2:17][CH3:18])[C:7](=[O:15])[N:8]([CH2:9][C:10]3[S:11][CH:12]=[CH:13][CH:14]=3)[C:3]=2[NH:1][N:2]=1. Procedure details: A solution of 6-hydrazino-3-propyl-1-(2-thienylmethyl)uracil (1.8 g, 6.4 mM) and methyl isothiocyanate (1.36 ml, 20 mM) in DMF (30 ml) was stirred at 60° C. for 5 hours and then at 110° C. for 12 hours. To the solution was added methanol (10 ml) and the mixture was cooled to give crystals. Recrystallization from DMF/methanol afforded colorless crystals (0.9 g, 44%), m.p. >300° C. Starting materials: [N+](=O)([O-])C=1C=C(C=O)C=CC1 (3-nitrobenzaldehyde), C(C)OC(\C=C(\COC)/N)=O (β-amino-γ-methoxycrotonic acid ethyl ester), C(C)OC(CC(=O)C(=O)OCC)=O (oxalacetic acid diethyl ester). Run in C(C)O (ethanol). The product is C(C)OC(=O)C1=C(NC(=C(C1C1=CC(=CC=C1)[N+](=O)[O-])C(=O)OCC)C(=O)OCC)COC (2-methoxymethyl-4-(3'-nitrophenyl)-1,4-dihydropyridine-3,5,6-tricarboxylic acid triethyl ester). Reaction SMILES: [N+:1]([C:4]1[CH:5]=[C:6]([CH:9]=[CH:10][CH:11]=1)[CH:7]=O)([O-:3])=[O:2].[CH2:12]([O:14][C:15](=[O:22])/[CH:16]=[C:17](\[NH2:21])/[CH2:18][O:19][CH3:20])[CH3:13].[CH2:23]([O:25][C:26](=[O:35])[CH2:27][C:28]([C:30]([O:32][CH2:33][CH3:34])=[O:31])=O)[CH3:24]>C(O)C>[CH2:12]([O:14][C:15]([C:16]1[CH:7]([C:6]2[CH:9]=[CH:10][CH:11]=[C:4]([N+:1]([O-:3])=[O:2])[CH:5]=2)[C:27]([C:26]([O:25][CH2:23][CH3:24])=[O:35])=[C:28]([C:30]([O:32][CH2:33][CH3:34])=[O:31])[NH:21][C:17]=1[CH2:18][O:19][CH3:20])=[O:22])[CH3:13]. Procedure details: After heating a solution of 15.1 g of 3-nitrobenzaldehyde, 16 g of β-amino-γ-methoxycrotonic acid ethyl ester and 19 g of oxalacetic acid diethyl ester in 60 ml of ethanol under reflux for 12 hours, the mixture is evaporated in vacuo and 2-methoxymethyl-4-(3'-nitrophenyl)-1,4-dihydropyridine-3,5,6-tricarboxylic acid triethyl ester is obtained in almost quantitative yield, in the form of a yellow oil (nD50 =1.5353). Starting materials: NN (hydrazine), CN1CCN(CC1)C1=CC=C(C=C1)N=C=S (4-(4-Methylpiperazino)-phenyl isothiocyanate), [N+](=O)(O)[O-].CC1=NN(C(=C1)C)C(=N)N (3,5-dimethylpyrazole-1-carboxamidine nitrate), CC(C)([O-])C.[K+] (potassium t-butoxide). Run in CS(=O)C (DMSO). Run at temperature 55 celsius, time 4 hour. Yields the product CN1CCN(CC1)C=1C=C(NC2=NNC(=N2)N)C=CC1 (3-(4-methylpiperazino)-anilino-5-amino-1,2,4-triazole), 9A. Isolated yield 87.0%. Reaction SMILES: [CH3:1][N:2]1[CH2:7][CH2:6][N:5]([C:8]2[CH:13]=[CH:12][C:11](N=C=S)=[CH:10][CH:9]=2)[CH2:4][CH2:3]1.[N+]([O-])(O)=O.C[C:22]1C=C(C)[N:24]([C:28]([NH2:30])=[NH:29])[N:23]=1.CC(C)([O-])C.[K+].[NH2:37]N>CS(C)=O>[CH3:1][N:2]1[CH2:3][CH2:4][N:5]([C:8]2[CH:9]=[C:10]([CH:11]=[CH:12][CH:13]=2)[NH:37][C:22]2[N:29]=[C:28]([NH2:30])[NH:24][N:23]=2)[CH2:6][CH2:7]1 |f:1.2,3.4|. Procedure: 4-(4-Methylpiperazino)-phenyl isothiocyanate was reacted with 1 equivalent of 3,5-dimethylpyrazole-1-carboxamidine nitrate and 1.1 equivalents of potassium t-butoxide in DMSO at 55° C. for 4 hours. 10 equivalents of hydrazine were added and stirred at 55° C. for 4 hrs. Subsequent concentration, dissolution in methanol, filtering of impurities and concentration gave 3-(4-methylpiperazino)-anilino-5-amino-1,2,4-triazole Compound 9A (87% yield). 1H NMR (400 MHz, (CD3)2SO) δ 9.05 (s,1H), 8.60 (s, 1H... The reactants are ClC(Cl)(Cl)Cl, [Li]CCCC, CCCCCC, CC(C)NC(C)C, CCCSP(=O)(SCCC)C(Cl)Cl, C1CCOC1, O. Product: CCCSP(=O)(SCCC)C(Cl)(Cl)Cl. Reaction SMILES: [C:26]([Cl:27])([Cl:28])([Cl:29])[Cl:30].[CH2:8]([Li:9])[CH2:10][CH2:11][CH3:12].[CH3:36][CH2:37][CH2:38][CH2:39][CH2:40][CH3:41].[CH:1]([NH:2][CH:3]([CH3:4])[CH3:5])([CH3:6])[CH3:7].[Cl:13][CH:14]([Cl:15])[P:16]([S:17][CH2:18][CH2:19][CH3:20])(=[O:21])[S:22][CH2:23][CH2:24][CH3:25].[O:31]1[CH2:32][CH2:33][CH2:34][CH2:35]1.[OH2:42]>>[Cl:13][C:14]([Cl:15])([P:16]([S:17][CH2:18][CH2:19][CH3:20])(=[O:21])[S:22][CH2:23][CH2:24][CH3:25])[Cl:27].